Task: describe an organic reaction: reactants, conditions, products, and yield. Dataset: the Open Reaction Database (ORD), a public repository of structured organic reaction records The reactants are C1CCOC1, O=C(NCCCN1CCCCC1)c1ccc(-c2ccc(=O)[nH]n2)cc1, CCOC(=O)N=NC(=O)OCC, OCc1ccc2[nH]ncc2c1. Yields the product O=C(NCCCN1CCCCC1)c1ccc(-c2ccc(=O)n(Cc3ccc4[nH]ncc4c3)n2)cc1. Reaction SMILES: [CH2:49]1[O:50][CH2:51][CH2:52][CH2:53]1.[O:1]=[c:2]1[cH:3][cH:4][c:5](-[c:8]2[cH:9][cH:10][c:11]([C:12](=[O:13])[NH:14][CH2:15][CH2:16][CH2:17][N:18]3[CH2:19][CH2:20][CH2:21][CH2:22][CH2:23]3)[cH:24][cH:25]2)[n:6][nH:7]1.[O:37]=[C:38]([O:39][CH2:40][CH3:41])[N:42]=[N:43][C:44]([O:45][CH2:46][CH3:47])=[O:48].[nH:26]1[n:27][cH:28][c:29]2[cH:30][c:31]([CH2:35][OH:36])[cH:32][cH:33][c:34]12>>[O:1]=[c:2]1[cH:3][cH:4][c:5](-[c:8]2[cH:9][cH:10][c:11]([C:12](=[O:13])[NH:14][CH2:15][CH2:16][CH2:17][N:18]3[CH2:19][CH2:20][CH2:21][CH2:22][CH2:23]3)[cH:24][cH:25]2)[n:6][n:7]1[CH2:35][c:31]1[cH:30][c:29]2[cH:28][n:27][nH:26][c:34]2[cH:33][cH:32]1. Reaction conditions: time 90 minute. Procedure details: Example 61 (0.2 g, 0.41 mmol) was dissolved in DCM and added TEA (0.33 g, 3.3 mmol). This mixture was stirred at rt for 30 mins. After 30 mins reaction mixture cooled to 0° C. and added ethyl 3-(chlorosulfonyl)propanoate (245 mg, 1.2 mmol). This reaction continued for 30 mins at rt. Work up (H2O/DCM) followed by column purification on combiflash using a gradient mixture of EtOAc and Petether (65:35) as eluent afforded ethyl 2-{4-[2-(2-fluoro-4-(methylsulfonyl)phenyl)benzo[d]oxazol-5-yl]piperidin... Yields the product FC1=C(C=CC(=C1)S(=O)(=O)C)C=1OC2=C(N1)C=C(C=C2)C2CCN(CC2)S(=O)(=O)CCCO (3-{4-[2-(2-fluoro-4-(methylsulfonyl)phenyl)benzo[d]oxazol-5-yl]piperidin-1-ylsulfonyl}propan-1-ol). As a reaction SMILES: [F:1][C:2]1[CH:7]=[C:6]([S:8]([CH3:11])(=[O:10])=[O:9])[CH:5]=[CH:4][C:3]=1[C:12]1[O:13][C:14]2[CH:20]=[CH:19][C:18]([CH:21]3[CH2:26][CH2:25][N:24]([S:27]([CH2:30][C:31](OCC)=O)(=[O:29])=[O:28])[CH2:23][CH2:22]3)=[CH:17][C:15]=2[N:16]=1.[H-].[Al+3].[Li+].[H-].[H-].[H-].C1C[O:45][CH2:44]C1>>[F:1][C:2]1[CH:7]=[C:6]([S:8]([CH3:11])(=[O:10])=[O:9])[CH:5]=[CH:4][C:3]=1[C:12]1[O:13][C:14]2[CH:20]=[CH:19][C:18]([CH:21]3[CH2:26][CH2:25][N:24]([S:27]([CH2:30][CH2:31][CH2:44][OH:45])(=[O:28])=[O:29])[CH2:23][CH2:22]3)=[CH:17][C:15]=2[N:16]=1 |f:1.2.3.4.5.6|. The reactants are FC1=C(C=CC(=C1)S(=O)(=O)C)C=1OC2=C(N1)C=C(C=C2)C2CCN(CC2)S(=O)(=O)CC(=O)OCC (Ethyl 2-{4-[2-(2-fluoro-4-(methylsulfonyl)phenyl)benzo[d]oxazol-5-yl]piperidin-1-ylsulfonyl}acetate), C1CCOC1 (THF), [H-].[Al+3].[Li+].[H-].[H-].[H-] (Lithiumaluminium hydride).